From a dataset of the Open Reaction Database (ORD), a public repository of structured organic reaction records. describe an organic reaction: reactants, conditions, products, and yield The reactants are NC(CO)(C)C (2-amino-2-methylpropanol), BrC=1C=C(C(=O)Cl)C=CC1C (3-bromo-4-methylbenzoyl chloride), carboxylic acid. Solvent: C(Cl)Cl (DCM), C(Cl)Cl (DCM), C(Cl)Cl (DCM). Reaction conditions: time 24 hour. Yields the product BrC=1C=C(C(=O)NC(CO)(C)C)C=CC1C (3-Bromo-N-(1-hydroxy-2-methylpropan-2-yl)-4-methylbenzamide). RXN SMILES: [Br:1][C:2]1[CH:3]=[C:4]([CH:8]=[CH:9][C:10]=1[CH3:11])[C:5](Cl)=[O:6].[NH2:12][C:13]([CH3:17])([CH3:16])[CH2:14][OH:15]>C(Cl)Cl>[Br:1][C:2]1[CH:3]=[C:4]([CH:8]=[CH:9][C:10]=1[CH3:11])[C:5]([NH:12][C:13]([CH3:17])([CH3:16])[CH2:14][OH:15])=[O:6]. Procedure details: To a stirred 0° C. cooled solution of 3-bromo-4-methylbenzoyl chloride (prepared from the corresponding carboxylic acid; 1.40 g, 6.04 mmol, 1.0 eq) in DCM (10 mL), was added a solution of 2-amino-2-methylpropanol (1.44 mL, 15.11 mmol, 2.5 eq) in DCM (10 mL) drop wise for 15 min and then warmed to room temperature. After stirring for 24 h at room temperature, the reaction mixture was diluted with DCM (50 mL) and the organic layer was washed with water (20 mL) followed by brine (20 mL), dried (Na2... Reactants: BrC=1C=NN2C1N=C(C(=C2)C2=CC=CC=C2)C2=CC=C(C=O)C=C2 (4-(3-bromo-6-phenylpyrazolo[1,5-a]pyrimidin-5-yl)benzaldehyde), C(=O)([O-])[O-].[K+].[K+] (K2CO3), C1CCOC1 (THF). Reagents/catalysts: [Cl-].C(C)[N+](CC)(CC)CC (tetraethylammonium chloride), Cl[Pd]([P](C1=CC=CC=C1)(C2=CC=CC=C2)C3=CC=CC=C3)([P](C4=CC=CC=C4)(C5=CC=CC=C5)C6=CC=CC=C6)Cl (Pd(PPh3)2Cl2). Solvent: O (water), ClCCl (dichloromethane). The product is C1(=CC=CC=C1)C=1C(=NC=2N(C1)N=CC2C=C)C2=CC=C(C=O)C=C2 (4-(6-Phenyl-3-vinylpyrazolo[1,5-a]pyrimidin-5-yl)benzaldehyde). RXN SMILES: Br[C:2]1[CH:3]=[N:4][N:5]2[CH:10]=[C:9]([C:11]3[CH:16]=[CH:15][CH:14]=[CH:13][CH:12]=3)[C:8]([C:17]3[CH:24]=[CH:23][C:20]([CH:21]=[O:22])=[CH:19][CH:18]=3)=[N:7][C:6]=12.C([O-])([O-])=O.[K+].[K+].[CH2:31]1COC[CH2:32]1>[Cl-].C([N+](CC)(CC)CC)C.O.ClCCl.Cl[Pd](Cl)([P](C1C=CC=CC=1)(C1C=CC=CC=1)C1C=CC=CC=1)[P](C1C=CC=CC=1)(C1C=CC=CC=1)C1C=CC=CC=1>[C:11]1([C:9]2[C:8]([C:17]3[CH:24]=[CH:23][C:20]([CH:21]=[O:22])=[CH:19][CH:18]=3)=[N:7][C:6]3[N:5]([N:4]=[CH:3][C:2]=3[CH:31]=[CH2:32])[CH:10]=2)[CH:16]=[CH:15][CH:14]=[CH:13][CH:12]=1 |f:1.2.3,5.6,^1:52,71|. Procedure details: 400 mg 4-(3-bromo-6-phenylpyrazolo[1,5-a]pyrimidin-5-yl)benzaldehyde (prepared as described under example 31), 504 mg tributyl(vinyl)stanane, 176 mg tetraethylammonium chloride, 147 mg K2CO3 and 19 mg Pd(PPh3)2Cl2 are suspended in 10 ml THF under a nitrogen atmosphere. The mixture is heated (microwave irradiation) to 110° C. for 45 min. This mixture is worked up by diluting with water and extraction with dichloromethane. The combined organic layers are dried over Na2SO4 and concentrated to yield...